Dataset: the Open Reaction Database (ORD), a public repository of structured organic reaction records. Task: describe an organic reaction: reactants, conditions, products, and yield Reactants: C1COCCO1, Cc1cccc(-c2ccccc2C(F)(F)F)n1, O=[Se]=O. Yields the product O=Cc1cccc(-c2ccccc2C(F)(F)F)n1. RXN SMILES: [CH2:21]1[O:22][CH2:23][CH2:24][O:25][CH2:26]1.[F:1][C:2]([c:3]1[c:4](-[c:9]2[cH:10][cH:11][cH:12][c:13]([CH3:15])[n:14]2)[cH:5][cH:6][cH:7][cH:8]1)([F:16])[F:17].[Se:18](=[O:19])=[O:20]>>[F:1][C:2]([c:3]1[c:4](-[c:9]2[cH:10][cH:11][cH:12][c:13]([CH:15]=[O:19])[n:14]2)[cH:5][cH:6][cH:7][cH:8]1)([F:16])[F:17]. As a reaction SMILES: [CH:1]1[C:11]2[C:10]3=[CH:12][C:13]4[CH:14]=[CH:15][C:16]([C:19]([OH:21])=O)=[CH:17][C:18]=4[N:9]3[CH2:8][CH:7]=[CH:6][C:5]=2[CH:4]=[CH:3][CH:2]=1.C[N:23](C)S(N)(=O)=O.Cl.CN(C)CCCN=C=NCC>CN(C1C=CN=CC=1)C.CC(N(C)C)=O>[CH:1]1[C:11]2[C:10]3=[CH:12][C:13]4[CH:14]=[CH:15][C:16]([C:19]([NH2:23])=[O:21])=[CH:17][C:18]=4[N:9]3[CH2:8][CH:7]=[CH:6][C:5]=2[CH:4]=[CH:3][CH:2]=1 |f:2.3|. Product: C1=CC=CC=2C=CCN3C(C21)=CC=2C=CC(=CC23)C(=O)N (7H-indolo[2,1-a][2]benzazepine-10-carboxamide). Procedure details: To a stirred solution of 7H-indolo[2,1-a][2]benzazepine-10-carboxylic acid, 13-cyclohexyl-6-[[4-(2-pyrimidinyl)-1-piperazinyl]carbonyl] (125 mg, 0.23 mmol), N,N-dimethylsulfamide (140 mg, 1.14 mmol) and DMAP (140 mg, 1.14 mmol) in dimethylacetamide (2 mL) was added 1-(3-dimethylaminopropyl)-3-ethylcarbodiimide hydrochloride (175 mg, 0.91 mmol). The reaction solution was stirred at 50° C. overnight, concentrated, purified by preparative HPLC (MeOH/2O with NH4OAc buffer) and repurified by preparat... The reagents and catalysts are CN(C)C=1C=CN=CC1 (DMAP). The reactants are C1=CC=CC=2C=CCN3C(C21)=CC=2C=CC(=CC23)C(=O)O (7H-indolo[2,1-a][2]benzazepine-10-carboxylic acid), CN(S(=O)(=O)N)C (N,N-dimethylsulfamide), Cl.CN(CCCN=C=NCC)C (1-(3-dimethylaminopropyl)-3-ethylcarbodiimide hydrochloride). Reaction conditions: temperature 50 celsius, time 8 hour. Solvent: CC(=O)N(C)C (dimethylacetamide). The reactants are NC1=CC(=C(C(=O)N[C@@H]2[C@@H](CN(CC2)CCCOC2=CC=C(C=C2)F)OC)C=C1Cl)O (Cis-4-amino-5-chloro-N-{1-[3-(4-fluorophenoxy)propyl]-3-methoxy-4-piperidinyl}-2-hydroxybenzamide), [H-].[Na+] (sodium hydride), ClCC(=O)N (chloroacetamide). Reagents/catalysts: [Br-].C(CCC)[N+](CCCC)(CCCC)CCCC (tetrabutylammonium bromide). Solvent: C(C)#N (acetonitrile). Conditions: temperature 40 celsius. Product: O.NC1=CC(=C(C(=O)N[C@@H]2[C@@H](CN(CC2)CCCOC2=CC=C(C=C2)F)OC)C=C1Cl)OCC(=O)N.O.O.NC1=CC(=C(C(=O)N[C@@H]2[C@@H](CN(CC2)CCCOC2=CC=C(C=C2)F)OC)C=C1Cl)OCC(N)=O (Cis-4-amino-2-(2-amino-2-oxoethoxy)-5-chloro-N-{1-[3-(4-fluorophenoxy)propyl]-3-methoxy-4-piperidinyl}benzamide sesquihydrate). Yield: 18.7%. Reaction SMILES: [NH2:1][C:2]1[C:29]([Cl:30])=[CH:28][C:5]([C:6]([NH:8][C@H:9]2[CH2:14][CH2:13][N:12]([CH2:15][CH2:16][CH2:17][O:18][C:19]3[CH:24]=[CH:23][C:22]([F:25])=[CH:21][CH:20]=3)[CH2:11][C@H:10]2[O:26][CH3:27])=[O:7])=[C:4]([OH:31])[CH:3]=1.[H-].[Na+].Cl[CH2:35][C:36]([NH2:38])=[O:37]>C(#N)C.[Br-].C([N+](CCCC)(CCCC)CCCC)CCC>[OH2:7].[NH2:1][C:2]1[C:29]([Cl:30])=[CH:28][C:5]([C:6]([NH:8][C@H:9]2[CH2:14][CH2:13][N:12]([CH2:15][CH2:16][CH2:17][O:18][C:19]3[CH:20]=[CH:21][C:22]([F:25])=[CH:23][CH:24]=3)[CH2:11][C@H:10]2[O:26][CH3:27])=[O:7])=[C:4]([O:31][CH2:35][C:36]([NH2:38])=[O:37])[CH:3]=1.[OH2:7].[OH2:7].[NH2:1][C:2]1[C:29]([Cl:30])=[CH:28][C:5]([C:6]([NH:8][C@H:9]2[CH2:14][CH2:13][N:12]([CH2:15][CH2:16][CH2:17][O:18][C:19]3[CH:20]=[CH:21][C:22]([F:25])=[CH:23][CH:24]=3)[CH2:11][C@H:10]2[O:26][CH3:27])=[O:7])=[C:4]([O:31][CH2:35][C:36](=[O:37])[NH2:38])[CH:3]=1 |f:1.2,5.6,7.8.9.10.11|. Reported procedure: Cis-4-amino-5-chloro-N-{1-[3-(4-fluorophenoxy)propyl]-3-methoxy-4-piperidinyl}-2-hydroxybenzamide (0.68 g, 1.5 mmoles) (prepared in Example 61, Step A) was added to a stirred suspension of sodium hydride (60 mg, 1.5 mmole of 60% emulsion, washed with petroleum ether) in acetonitrile (10 ml) followed by tetrabutylammonium bromide (0.48 g, 1.5 mmole). The reaction mixture was heated to 40° C. for 15 minutes to obtain a clear solution and treated with chloroacetamide (0.56 g, 6 mmoles) potassium io... The reactants are NC=1C=C(CNC2=CC(=CC=C2)NC2=NC(=NC=C2Cl)Cl)C=CC1 (N-(3-aminobenzyl)-N′-(2,5-dichloropyrimidin-4-yl)benzene-1,3-diamine), Cl (hydrogen chloride), O (water), [OH-].[Na+] (NaOH), resultant mixture. The solvent is COCCO (2-methoxyethanol), O1CCOCC1 (1,4-dioxane). Product: ClC=1C=NC=2NC=3C=CC=C(CNC4=CC=CC(NC1N2)=C4)C3 (6-Chloro-2,4,8,14,22-pentaazatetracyclo[14.3.1.1(3,7).1(9,13)]docosa-1(20),3(22),4,6,9(21),10,12,16,18-nonaene). Yield: 10.2%. As a reaction SMILES: [NH2:1][C:2]1[CH:3]=[C:4]([CH:22]=[CH:23][CH:24]=1)[CH2:5][NH:6][C:7]1[CH:12]=[CH:11][CH:10]=[C:9]([NH:13][C:14]2[C:19]([Cl:20])=[CH:18][N:17]=[C:16](Cl)[N:15]=2)[CH:8]=1.Cl.O.[OH-].[Na+]>COCCO.O1CCOCC1>[Cl:20][C:19]1[CH:18]=[N:17][C:16]2[NH:1][C:2]3[CH:24]=[CH:23][CH:22]=[C:4]([CH:3]=3)[CH2:5][NH:6][C:7]3[CH:8]=[C:9]([NH:13][C:14]=1[N:15]=2)[CH:10]=[CH:11][CH:12]=3 |f:3.4|. Procedure: To a solution of N-(3-aminobenzyl)-N′-(2,5-dichloropyrimidin-4-yl)benzene-1,3-diamine (900 mg, 2.0 mmol) in 2-methoxyethanol (18 mL) was added 4.00 M of hydrogen chloride in 1,4-dioxane (1.88 mL). The resultant mixture was heated at 150° C. in the microwave for 5 min. After cooling, water and NaOH (12 N) were added to neutralize the mixture to pH=7. The aqueous layer was extracted with EtOAc four times. The combined organic layers were dried, filtered and concentrated. The residue was purified b... Starting materials: CO, COC(=O)CCC(C)C(=O)NC(C)C(=O)O. Yields the product CC(CCC(=O)O)C(=O)NC(C)C(=O)O. RXN SMILES: [CH3:17][OH:18].[CH3:1][O:2][C:3](=[O:4])[CH2:5][CH2:6][CH:7]([C:8](=[O:9])[NH:10][CH:11]([CH3:12])[C:13](=[O:14])[OH:15])[CH3:16]>>[O:2]=[C:3]([OH:4])[CH2:5][CH2:6][CH:7]([C:8](=[O:9])[NH:10][CH:11]([CH3:12])[C:13](=[O:14])[OH:15])[CH3:16]. The reactants are C(C)OC(COC1=CC2=C(SC3=C2CCCC3)C(=C1Cl)Cl)=O (ethyl[(3,4-dichloro-6,7,8,9-tetrahydro dibenzothien-2-yl)oxy]acetate), resultant suspension, Cl (hydrochloric acid). Run in C(C)O (ethanol), [OH-].[Na+] (sodium hydroxide). Yields the product ClC=1C(=CC2=C(SC3=C2CCCC3)C1Cl)OCC(=O)O ([(3,4-dichloro-6,7,8,9-tetrahydodibenzothien-2-yl)oxy]acetic acid). Isolated yield 81.7%. RXN SMILES: C([O:3][C:4](=[O:22])[CH2:5][O:6][C:7]1[C:19]([Cl:20])=[C:18]([Cl:21])[C:10]2[S:11][C:12]3[CH2:17][CH2:16][CH2:15][CH2:14][C:13]=3[C:9]=2[CH:8]=1)C.Cl>C(O)C.[OH-].[Na+]>[Cl:20][C:19]1[C:7]([O:6][CH2:5][C:4]([OH:22])=[O:3])=[CH:8][C:9]2[C:13]3[CH2:14][CH2:15][CH2:16][CH2:17][C:12]=3[S:11][C:10]=2[C:18]=1[Cl:21] |f:3.4|. Reported procedure: A suspension of 3.2 g of ethyl[(3,4-dichloro-6,7,8,9-tetrahydro dibenzothien-2-yl)oxy]acetate in 30 ml of 95% ethanol and 300 ml of 20% sodium hydroxide solution is stirred at reflux for 2 hours. The mixture is cooled, acidified with conc. hydrochloric acid and the resultant suspension is stirred in the cold for 30 minutes before filtration. The air dried product is recrystallized from 70 to 95% ethanol to give 2.41 g of [(3,4-dichloro-6,7,8,9-tetrahydodibenzothien-2-yl)oxy]acetic acid as fine n... Starting materials: N1N=CC(=C1)C1=CC2=C(C=3N=C(SC3CCO2)C(=O)O)C=C1 (8-(1H-Pyrazol-4-yl)-4,5-dihydro-6-oxa-3-thia-1-aza-benzo[e]azulene-2-carboxylic acid), N1[C@@H](CCC1)C#N ((S)-pyrrolidine-2-carbonitrile). Yields the product N1N=CC(=C1)C1=CC2=C(C=3N=C(SC3CCO2)C(=O)N2[C@@H](CCC2)C#N)C=C1 ((S)-1-[8-(1H-Pyrazol-4-yl)-4,5-dihydro-6-oxa-3-thia-1-aza-benzo[e]azulene-2-carbonyl]-pyrrolidine-2-carbonitrile). RXN SMILES: [NH:1]1[CH:5]=[C:4]([C:6]2[CH:22]=[CH:21][C:9]3[C:10]4[N:11]=[C:12]([C:18](O)=[O:19])[S:13][C:14]=4[CH2:15][CH2:16][O:17][C:8]=3[CH:7]=2)[CH:3]=[N:2]1.[NH:23]1[CH2:27][CH2:26][CH2:25][C@H:24]1[C:28]#[N:29]>>[NH:1]1[CH:5]=[C:4]([C:6]2[CH:22]=[CH:21][C:9]3[C:10]4[N:11]=[C:12]([C:18]([N:23]5[CH2:27][CH2:26][CH2:25][C@H:24]5[C:28]#[N:29])=[O:19])[S:13][C:14]=4[CH2:15][CH2:16][O:17][C:8]=3[CH:7]=2)[CH:3]=[N:2]1. Reported procedure: Following the procedure for 103, 8-(1H-Pyrazol-4-yl)-4,5-dihydro-6-oxa-3-thia-1-aza-benzo[e]azulene-2-carboxylic acid (50.0 mg, 0.2 mmol) was reacted with (S)-pyrrolidine-2-carbonitrile (1.2 equiv) to give 137 (14.2 mg, M+1 392.1)